Dataset: the Open Reaction Database (ORD), a public repository of structured organic reaction records. Task: describe an organic reaction: reactants, conditions, products, and yield The reactants are CI, Nc1ncnc2[nH]nc(I)c12, [K+], [K+], O=C([O-])[O-], CN(C)C=O. The product is Cn1nc(I)c2c(N)ncnc21. RXN SMILES: [I:18][CH3:19].[I:1][c:2]1[n:3][nH:4][c:5]2[n:6][cH:7][n:8][c:9]([NH2:11])[c:10]12.[K+:12].[K+:13].[O-:14][C:15]([O-:16])=[O:17].[O:20]=[CH:21][N:22]([CH3:23])[CH3:24]>>[I:1][c:2]1[n:3][n:4]([CH3:15])[c:5]2[n:6][cH:7][n:8][c:9]([NH2:11])[c:10]12. Reactants: Cc1ccc(-c2cccc(C(=O)CC(=O)Nc3cc(Cl)c(F)cc3NC(=O)OC(C)(C)C)c2)cn1, ClCCl, O=C(O)C(F)(F)F. The product is Cc1ccc(-c2cccc(C3=Nc4cc(F)c(Cl)cc4NC(=O)C3)c2)cn1. RXN SMILES: [C:1]([O:2][C:3](=[O:4])[NH:7][c:8]1[c:9]([NH:16][C:17]([CH2:18][C:19](=[O:5])[c:21]2[cH:22][c:23](-[c:27]3[cH:28][n:29][c:30]([CH3:33])[cH:31][cH:32]3)[cH:24][cH:25][cH:26]2)=[O:34])[cH:10][c:11]([Cl:15])[c:12]([F:14])[cH:13]1)([CH3:6])([CH3:20])[CH3:35].[Cl:43][CH2:44][Cl:45].[F:36][C:37]([F:38])([F:39])[C:40]([OH:41])=[O:42]>>[N:7]1=[C:19]([c:21]2[cH:22][c:23](-[c:27]3[cH:28][n:29][c:30]([CH3:33])[cH:31][cH:32]3)[cH:24][cH:25][cH:26]2)[CH2:18][C:17](=[O:34])[NH:16][c:9]2[c:8]1[cH:13][c:12]([F:14])[c:11]([Cl:15])[cH:10]2. Procedure: To a suspension of 50% sodium hydride in mineral oil (2.0 g, 42 mmol) in dry toluene (100 ml) under a nitrogen atmosphere is added a solution of methyl N-(2-diisopropylaminoethylamino-4,6-dimethyl-3-pyridylmethyl)carbamate (13.5 g, 40 mmol) in dry dimethyl sulfoxide (12 ml) and dry toluene (60 ml) in one portion. This mixture is stirred for one hour at room temperature and then methyliodide (2.52 ml, 40 mmol) is added dropwise. After stirring an additional three hours, acetic acid (6.0 ml) is ad... Starting materials: CI (methyliodide), C(C)(=O)O (acetic acid), [H-].[Na+] (sodium hydride), oil, C(C)(C)N(CCNC(NC(OC)=O)C=1C=NC(=CC1C)C)C(C)C (methyl N-(2-diisopropylaminoethylamino-4,6-dimethyl-3-pyridylmethyl)carbamate). Yields the product CN(C(OC)=O)C(C=1C=NC(=CC1C)C)NCCN(C(C)C)C(C)C (Methyl N-Methyl-N-(2-diisopropylaminoethylamino-4,6-dimethyl-3-pyridylmethyl)carbamate). Reaction conditions: time 1 hour. The solvent is C1(=CC=CC=C1)C (toluene), O (water), CS(=O)C (dimethyl sulfoxide), C1(=CC=CC=C1)C (toluene). Reaction SMILES: [H-].[Na+].[CH:3]([N:6]([CH:24]([CH3:26])[CH3:25])[CH2:7][CH2:8][NH:9][CH:10]([C:16]1[CH:17]=[N:18][C:19]([CH3:23])=[CH:20][C:21]=1[CH3:22])[NH:11][C:12](=[O:15])[O:13][CH3:14])([CH3:5])[CH3:4].CI.[C:29](O)(=O)C>C1(C)C=CC=CC=1.CS(C)=O.O>[CH3:29][N:11]([CH:10]([NH:9][CH2:8][CH2:7][N:6]([CH:3]([CH3:4])[CH3:5])[CH:24]([CH3:26])[CH3:25])[C:16]1[CH:17]=[N:18][C:19]([CH3:23])=[CH:20][C:21]=1[CH3:22])[C:12](=[O:15])[O:13][CH3:14] |f:0.1|. Reactants: BrC=1C=C(C(=NC1)N)S(=O)(=O)N1CCOCC1 (5-bromo-3-(4-morpholinylsulfonyl)-2-pyridinamine), N1=CC=C(C=C1)C1=CC=NC2=CC=C(C=C12)B1OC(C(O1)(C)C)(C)C (4-(4-pyridinyl)-6-(4,4,5,5-tetramethyl-1,3,2-dioxaborolan-2-yl)quinoline), ClCCl (dichloromethane), C(=O)([O-])[O-].[K+].[K+] (K2CO3). The reagents and catalysts are C1=CC=C(C=C1)P([C-]2C=CC=C2)C3=CC=CC=C3.C1=CC=C(C=C1)P([C-]2C=CC=C2)C3=CC=CC=C3.Cl[Pd]Cl.[Fe+2] ([1,1′-bis(diphenylphosphino)-ferrocene]dichloropalladium(II)). The solvent is O1CCOCC1 (dioxane). Conditions: temperature 100 celsius. Product: N1(CCOCC1)S(=O)(=O)C=1C(=NC=C(C1)C=1C=C2C(=CC=NC2=CC1)C1=CC=NC=C1)N (3-(4-morpholinylsulfonyl)-5-[4-(4-pyridinyl)-6-quinolinyl]-2-pyridinamine). Isolated yield 36.4%. As a reaction SMILES: Br[C:2]1[CH:3]=[C:4]([S:9]([N:12]2[CH2:17][CH2:16][O:15][CH2:14][CH2:13]2)(=[O:11])=[O:10])[C:5]([NH2:8])=[N:6][CH:7]=1.[N:18]1[CH:23]=[CH:22][C:21]([C:24]2[C:33]3[C:28](=[CH:29][CH:30]=[C:31](B4OC(C)(C)C(C)(C)O4)[CH:32]=3)[N:27]=[CH:26][CH:25]=2)=[CH:20][CH:19]=1.ClCCl.C([O-])([O-])=O.[K+].[K+]>C1C=CC(P(C2C=CC=CC=2)[C-]2C=CC=C2)=CC=1.C1C=CC(P(C2C=CC=CC=2)[C-]2C=CC=C2)=CC=1.Cl[Pd]Cl.[Fe+2].O1CCOCC1>[N:12]1([S:9]([C:4]2[C:5]([NH2:8])=[N:6][CH:7]=[C:2]([C:31]3[CH:32]=[C:33]4[C:28](=[CH:29][CH:30]=3)[N:27]=[CH:26][CH:25]=[C:24]4[C:21]3[CH:22]=[CH:23][N:18]=[CH:19][CH:20]=3)[CH:3]=2)(=[O:11])=[O:10])[CH2:17][CH2:16][O:15][CH2:14][CH2:13]1 |f:3.4.5,6.7.8.9|. Reported procedure: A mixture of 5-bromo-3-(4-morpholinylsulfonyl)-2-pyridinamine (0.296 g, 0.92 mmol), 4-(4-pyridinyl)-6-(4,4,5,5-tetramethyl-1,3,2-dioxaborolan-2-yl)quinoline (0.306 mg, 0.92 mmol), [1,1′-bis(diphenylphosphino)-ferrocene]dichloropalladium(II)-complex with dichloromethane(1:1) (37.6 mg, 0.046 mmol), 2 M aqueous K2CO3 (5 mL) and dioxane (5 mL) was heated at 100° C. for 18 h. After cooling to room temperature, the organic layer was separated and the aqueous portion extracted three times with EtOAc. T... Starting materials: CC1(COB(OC1)C1=CC(=C(C=C1)C1(CCC1)O)OC)C (1-[4-(5,5-dimethyl-1,3,2-dioxaborinan-2-yl)-2-methoxyphenyl]cyclobutanol), BrC=1C=C2C(=NNC2=CC1Cl)C(=O)O (5-bromo-6-chloro-1H-indazole-3-carboxylic acid), C([O-])([O-])=O.[K+].[K+] (potassium carbonate), OS(=O)(=O)[O-].[Na+] (NaHSO4). The reagents and catalysts are C1=CC=C(C=C1)P([C-]2C=CC=C2)C3=CC=CC=C3.C1=CC=C(C=C1)P([C-]2C=CC=C2)C3=CC=CC=C3.Cl[Pd]Cl.[Fe+2] ([1,1′-bis(diphenylphosphino)ferrocene]dichloropalladium(II)). Run in CCO (EtOH), C1CCOC1 (THF), C1(=CC=CC=C1)C (toluene), C(C)(=O)OCC (ethyl acetate), CS(=O)C (DMSO). Reaction conditions: temperature 115 celsius. Product: ClC1=C(C=C2C(=NNC2=C1)C(=O)O)C1=CC(=C(C=C1)C1(CCC1)O)OC (6-Chloro-5-[4-(1-hydroxycyclobutyl)-3-methoxyphenyl]-1H-indazole-3-carboxylic acid). The yield is 12.6%. As a reaction SMILES: CC1(C)COB([C:8]2[CH:13]=[CH:12][C:11]([C:14]3([OH:18])[CH2:17][CH2:16][CH2:15]3)=[C:10]([O:19][CH3:20])[CH:9]=2)OC1.Br[C:23]1[CH:24]=[C:25]2[C:29](=[CH:30][C:31]=1[Cl:32])[NH:28][N:27]=[C:26]2[C:33]([OH:35])=[O:34].C(=O)([O-])[O-].[K+].[K+].OS([O-])(=O)=O.[Na+]>C(OCC)(=O)C.CS(C)=O.C1C=CC(P(C2C=CC=CC=2)[C-]2C=CC=C2)=CC=1.C1C=CC(P(C2C=CC=CC=2)[C-]2C=CC=C2)=CC=1.Cl[Pd]Cl.[Fe+2].CCO.C1COCC1.C1(C)C=CC=CC=1>[Cl:32][C:31]1[CH:30]=[C:29]2[C:25]([C:26]([C:33]([OH:35])=[O:34])=[N:27][NH:28]2)=[CH:24][C:23]=1[C:8]1[CH:13]=[CH:12][C:11]([C:14]2([OH:18])[CH2:15][CH2:16][CH2:17]2)=[C:10]([O:19][CH3:20])[CH:9]=1 |f:2.3.4,5.6,9.10.11.12|. Reported procedure: A sealed tube was charged with 1-[4-(5,5-dimethyl-1,3,2-dioxaborinan-2-yl)-2-methoxyphenyl]cyclobutanol (50 mg, 0.17 mmol), 5-bromo-6-chloro-1H-indazole-3-carboxylic acid (47.4 mg, 0.172 mmol), toluene (0.80 mL), THF (0.40 mL), EtOH (0.40 mL), and 2M potassium carbonate (0.40 mL, 0.80 mmol). Nitrogen was then bubbled through the mixture for 5 minutes. [1,1′-bis(diphenylphosphino)ferrocene]dichloropalladium(II) (14.6 mg, 0.017 mmol) was added and the tube sealed and heated to 115° C. for 2 hours.... The product is CN1CCN(Cc2ccc(N)cc2)CC1. As a reaction SMILES: [CH3:18][OH:19].[CH3:1][N:2]1[CH2:3][CH2:4][N:5]([CH2:8][c:9]2[cH:10][cH:11][c:12]([N+:15]([O-:16])=[O:17])[cH:13][cH:14]2)[CH2:6][CH2:7]1>>[CH3:1][N:2]1[CH2:3][CH2:4][N:5]([CH2:8][c:9]2[cH:10][cH:11][c:12]([NH2:15])[cH:13][cH:14]2)[CH2:6][CH2:7]1. The reactants are CO, CN1CCN(Cc2ccc([N+](=O)[O-])cc2)CC1.